Dataset: the Open Reaction Database (ORD), a public repository of structured organic reaction records. Task: describe an organic reaction: reactants, conditions, products, and yield Reactants: CC1=C(C=CC(=C1)[N+](=O)[O-])N=C1NC2(CS1)CCCC2 (2-(2-methyl-4-nitrophenylimino)-3-thia-1-azaspiro[4.4]nonane), C1(CCCCC1)CBr (cyclohexylmethyl bromide). Yields the product CC1=C(C=CC(=C1)[N+](=O)[O-])N=C1N(C2(CS1)CCCC2)CC2CCCCC2 (2-(2-methyl-4-nitrophenylimino)-1-(cyclohexylmethyl)-3-thia-1-azaspiro[4.4]nonane). As a reaction SMILES: [CH3:1][C:2]1[CH:7]=[C:6]([N+:8]([O-:10])=[O:9])[CH:5]=[CH:4][C:3]=1[N:11]=[C:12]1[S:16][CH2:15][C:14]2([CH2:20][CH2:19][CH2:18][CH2:17]2)[NH:13]1.[CH:21]1([CH2:27]Br)[CH2:26][CH2:25][CH2:24][CH2:23][CH2:22]1>>[CH3:1][C:2]1[CH:7]=[C:6]([N+:8]([O-:10])=[O:9])[CH:5]=[CH:4][C:3]=1[N:11]=[C:12]1[S:16][CH2:15][C:14]2([CH2:17][CH2:18][CH2:19][CH2:20]2)[N:13]1[CH2:27][CH:21]1[CH2:26][CH2:25][CH2:24][CH2:23][CH2:22]1. Reported procedure: 1-Hydroxymethylcyclopentanamine was prepared according to Method B1c. The 2-hydroxyethylamine was converted to 1-chloromethylcyclopentanamine HCl salt according to Method B7e. 1-Chloromethylcyclopentanamine HCl salt was reacted with 2-methyl-4-nitrophenyl isothiocyanate according to Method C1e to give 2-(2-methyl-4-nitrophenylimino)-3-thia-1-azaspiro[4.4]nonane. The thiazolidine was reacted with cyclohexylmethyl bromide according to Method D2e to give 2-(2-methyl-4-nitrophenylimino)-1-(cyclohexy... The reactants are C(C)(C)C1=NC=2C(=NC(=CC2C)C)N1C1=CC=C(C=C1)CCNC(=O)NS(=O)(=O)C1=CC=C(C=C1)C (2-ISOPROPYL-5,7-DIMETHYL-3-(4-{2-[({[(4-METHYLPHENYL)SULFONYL]AMINO}CARBONYL)AMINO]ETHYL}PHENYL)-3H-IMIDAZO[4,5-b]PYRIDINE), C(CCCC)(=O)Cl (pentanoyl chloride). Yields the product C(CCC)C1=NC=2C(=NC(=CC2C)C)N1C1=CC=C(C=C1)CCNC(=O)NS(=O)(=O)C1=CC=C(C=C1)C (2-BUTYL-5,7-DIMETHYL-3-(4-{2-[({[(4-METHYLPHENYL)SULFONYL]AMINO}CARBONYL)AMINO]ETHYL}PHENYL)-3H-IMIDAZO[4,5-b]PYRIDINE). As a reaction SMILES: [CH:1]([C:4]1[N:14]([C:15]2[CH:20]=[CH:19][C:18]([CH2:21][CH2:22][NH:23][C:24]([NH:26][S:27]([C:30]3[CH:35]=[CH:34][C:33]([CH3:36])=[CH:32][CH:31]=3)(=[O:29])=[O:28])=[O:25])=[CH:17][CH:16]=2)[C:7]2=[N:8][C:9]([CH3:13])=[CH:10][C:11]([CH3:12])=[C:6]2[N:5]=1)(C)[CH3:2].[C:37](Cl)(=O)[CH2:38]CCC>>[CH2:1]([C:4]1[N:14]([C:15]2[CH:20]=[CH:19][C:18]([CH2:21][CH2:22][NH:23][C:24]([NH:26][S:27]([C:30]3[CH:31]=[CH:32][C:33]([CH3:36])=[CH:34][CH:35]=3)(=[O:29])=[O:28])=[O:25])=[CH:17][CH:16]=2)[C:7]2=[N:8][C:9]([CH3:13])=[CH:10][C:11]([CH3:12])=[C:6]2[N:5]=1)[CH2:2][CH2:37][CH3:38]. Procedure: The title compound was prepared according to the procedure described in step 5 of Example 1 from 2-{4-[(3-amino-5-bromo-4,6-dimethyl-2-pyridinyl)amino]phenyl}ethanol (step 4 of Example 9) and pentanoyl chloride. Starting materials: ClC1=NC(=NC(=C1)C1=CC=C(C=C1)F)C1=NC=CC=C1 (4-chloro-2-(2-pyridyl)-6-(4-fluorophenyl)-pyrimidine), C[O-].[Na+] (sodium methylate). The solvent is CO (methanol), CO (methanol), C(C)(=O)OCC (ethyl acetate). The product is COC1=NC(=NC(=C1)C1=CC=C(C=C1)F)C1=NC=CC=C1 (4-methoxy-2-(2-pyridyl)-6-(4-fluorophenyl)-pyrimidine). Yield: 77.0%. RXN SMILES: Cl[C:2]1[CH:7]=[C:6]([C:8]2[CH:13]=[CH:12][C:11]([F:14])=[CH:10][CH:9]=2)[N:5]=[C:4]([C:15]2[CH:20]=[CH:19][CH:18]=[CH:17][N:16]=2)[N:3]=1.[CH3:21][O-:22].[Na+]>CO.C(OCC)(=O)C>[CH3:21][O:22][C:2]1[CH:7]=[C:6]([C:8]2[CH:13]=[CH:12][C:11]([F:14])=[CH:10][CH:9]=2)[N:5]=[C:4]([C:15]2[CH:20]=[CH:19][CH:18]=[CH:17][N:16]=2)[N:3]=1 |f:1.2|. Procedure details: 5.5 g (0.02 mol) of 4-chloro-2-(2-pyridyl)-6-(4-fluorophenyl)-pyrimidine are dissolved in 50 ml of dry methanol, 8.6 g of a 22% strength solution of sodium methylate in methanol (corresponds to 0.04 mol) are added, and the mixture is refluxed for 40 hours. After the solvent has been removed, the residue obtained is taken up in ethyl acetate and the mixture is washed twice with water and dried over sodium sulphate. After the solvent has been removed, 4.3 g (77% of theory) of 4-methoxy-2-(2-pyridy... Starting materials: CO, CCOc1cc2c(cc1Br)C(C)CN(C(=O)C(F)(F)F)CC2, [Na+], [OH-], O. The product is CCOc1cc2c(cc1Br)C(C)CNCC2. Reaction SMILES: [CH3:25][OH:26].[F:1][C:2]([F:3])([F:4])[C:21]([N:5]1[CH2:6][CH2:7][c:8]2[c:9]([cH:13][c:14]([Br:20])[c:15]([O:17][CH2:18][CH3:19])[cH:16]2)[CH:10]([CH3:12])[CH2:11]1)=[O:22].[Na+:24].[OH-:23].[OH2:27]>>[NH:5]1[CH2:6][CH2:7][c:8]2[c:9]([cH:13][c:14]([Br:20])[c:15]([O:17][CH2:18][CH3:19])[cH:16]2)[CH:10]([CH3:12])[CH2:11]1. Reactants: ClCC(CC)N=C(C)Cl (N-[1-(chloromethyl)propyl]acetimidoyl chloride), C([O-])([O-])=O.[Na+].[Na+] (sodium carbonate). The product is ClCC(CC)NC(C)=O (N-[1-(chloromethyl)propyl]acetamide). Reaction SMILES: [Cl:1][CH2:2][CH:3]([N:6]=[C:7](Cl)[CH3:8])[CH2:4][CH3:5].C(=O)([O-])[O-:11].[Na+].[Na+]>>[Cl:1][CH2:2][CH:3]([NH:6][C:7](=[O:11])[CH3:8])[CH2:4][CH3:5] |f:1.2.3|. Procedure: A sample of N-[1-(chloromethyl)propyl]acetimidoyl chloride from Example 8 is treated with an excess of 10% aqueous sodium carbonate solution at room temperature. The organic material is extracted with ether and dried over MgSO4. Removal of the solvent under reduced pressure leaves N-[1-(chloromethyl)propyl]acetamide as a crystalline solid in nearly quantitative yield. An infrared spectrum shows peaks at 3300(M), 3100(W), 1650(S), and 550(S) cm-1 ; nuclear magnetic resonance (CDCl3) shows peaks 0...